This data is from the Open Reaction Database (ORD), a public repository of structured organic reaction records. The task is: describe an organic reaction: reactants, conditions, products, and yield Reactants: CCOC(=O)C1CC1Br, CN(C)C=O, [H-], [Na+], O, S=c1[nH]c2ccccc2cc1-c1ccccc1. Yields the product CCOC(=O)C1CC1Sc1nc2ccccc2cc1-c1ccccc1. As a reaction SMILES: [Br:20][CH:21]1[CH:22]([C:24](=[O:25])[O:26][CH2:27][CH3:28])[CH2:23]1.[CH3:30][N:31]([CH3:32])[CH:33]=[O:34].[H-:18].[Na+:19].[OH2:29].[c:1]1(-[c:7]2[c:8](=[S:17])[nH:9][c:10]3[cH:11][cH:12][cH:13][cH:14][c:15]3[cH:16]2)[cH:2][cH:3][cH:4][cH:5][cH:6]1>>[c:1]1(-[c:7]2[c:8]([S:17][CH:21]3[CH:22]([C:24](=[O:25])[O:26][CH2:27][CH3:28])[CH2:23]3)[n:9][c:10]3[cH:11][cH:12][cH:13][cH:14][c:15]3[cH:16]2)[cH:2][cH:3][cH:4][cH:5][cH:6]1. The reactants are ClCCl, C1CCOC1, CCN, [Na+], CN(C)C=O, [OH-], Cc1ccc(C(=O)O)cc1-n1ccc2ccc(O)cc2c1=O, O=S(Cl)Cl. Yields the product CCNC(=O)c1ccc(C)c(-n2ccc3ccc(O)cc3c2=O)c1. As a reaction SMILES: [CH2:35]([Cl:36])[Cl:37].[CH2:38]1[O:39][CH2:40][CH2:41][CH2:42]1.[CH3:32][CH2:33][NH2:34].[Na+:44].[O:27]=[CH:28][N:29]([CH3:30])[CH3:31].[OH-:43].[OH:1][c:2]1[cH:3][cH:4][c:5]2[cH:6][cH:7][n:8](-[c:13]3[cH:14][c:15]([C:16](=[O:17])[OH:18])[cH:19][cH:20][c:21]3[CH3:22])[c:9](=[O:12])[c:10]2[cH:11]1.[S:23]([Cl:24])([Cl:25])=[O:26]>>[OH:1][c:2]1[cH:3][cH:4][c:5]2[cH:6][cH:7][n:8](-[c:13]3[cH:14][c:15]([C:16](=[O:18])[NH:34][CH2:33][CH3:32])[cH:19][cH:20][c:21]3[CH3:22])[c:9](=[O:12])[c:10]2[cH:11]1.